This data is from the Open Reaction Database (ORD), a public repository of structured organic reaction records. The task is: describe an organic reaction: reactants, conditions, products, and yield Reactants: CCCC[Sn](CCCC)(CCCC)c1ccc(OC)cc1[N+](=O)[O-], CCOC(C)=O, COc1ccc2cc(Br)ccc2c1, CS(C)=O, [Cl-], Cl[Cu], [Li+], N, c1ccc(P(c2ccccc2)(c2ccccc2)[Pd](P(c2ccccc2)(c2ccccc2)c2ccccc2)(P(c2ccccc2)(c2ccccc2)c2ccccc2)P(c2ccccc2)(c2ccccc2)c2ccccc2)cc1. The product is COc1ccc(-c2ccc3cc(OC)ccc3c2)c([N+](=O)[O-])c1. As a reaction SMILES: [CH2:14]([Sn:15]([CH2:16][CH2:17][CH2:18][CH3:30])([c:19]1[c:20]([N+:27](=[O:28])[O-:29])[cH:21][c:22]([O:25][CH3:26])[cH:23][cH:24]1)[CH2:31][CH2:32][CH2:33][CH3:34])[CH2:35][CH2:36][CH3:37].[CH3:124][CH2:125][O:126][C:127](=[O:128])[CH3:129].[CH3:1][O:2][c:3]1[cH:4][c:5]2[cH:6][cH:7][c:8]([Br:13])[cH:9][c:10]2[cH:11][cH:12]1.[CH3:41][S:42]([CH3:43])=[O:44].[Cl-:39].[Cl:122][Cu:123].[Li+:38].[NH3:40].[cH:45]1[cH:46][cH:47][c:48]([P:49]([Pd:50]([P:51]([c:52]2[cH:53][cH:54][cH:55][cH:56][cH:57]2)([c:58]2[cH:59][cH:60][cH:61][cH:62][cH:63]2)[c:64]2[cH:65][cH:66][cH:67][cH:68][cH:69]2)([P:70]([c:71]2[cH:72][cH:73][cH:74][cH:75][cH:76]2)([c:77]2[cH:78][cH:79][cH:80][cH:81][cH:82]2)[c:83]2[cH:84][cH:85][cH:86][cH:87][cH:88]2)[P:89]([c:90]2[cH:91][cH:92][cH:93][cH:94][cH:95]2)([c:96]2[cH:97][cH:98][cH:99][cH:100][cH:101]2)[c:102]2[cH:103][cH:104][cH:105][cH:106][cH:107]2)([c:108]2[cH:109][cH:110][cH:111][cH:112][cH:113]2)[c:114]2[cH:115][cH:116][cH:117][cH:118][cH:119]2)[cH:120][cH:121]1>>[CH3:1][O:2][c:3]1[cH:4][c:5]2[cH:6][cH:7][c:8](-[c:19]3[c:20]([N+:27](=[O:28])[O-:29])[cH:21][c:22]([O:25][CH3:26])[cH:23][cH:24]3)[cH:9][c:10]2[cH:11][cH:12]1. Starting materials: Fc1cncc(Br)c1, OB(O)c1ccncc1. Yields the product Fc1cncc(-c2ccncc2)c1. As a reaction SMILES: [Br:1][c:2]1[cH:3][n:4][cH:5][c:6]([F:8])[cH:7]1.[n:9]1[cH:10][cH:11][c:12]([B:15]([OH:16])[OH:17])[cH:13][cH:14]1>>[c:2]1(-[c:12]2[cH:11][cH:10][n:9][cH:14][cH:13]2)[cH:3][n:4][cH:5][c:6]([F:8])[cH:7]1. Reactants: COC=1C=C(C#N)C=CC1C=C(C(CC)=O)C=1SC=C(N1)C (3-Methoxy-4-[2-(4-methyl-1,3-thiazol-2-yl)-3-oxopent-1-en-1-yl]benzonitrile), NC(=CC#N)C(F)(F)F (3-amino-4,4,4-trifluorobut-2-enenitrile), CC(C)([O-])C.[K+] (potassium tert-butoxide). The solvent is C(C)(C)O (isopropanol). Reaction conditions: time 8 hour. The product is C(#N)C1=CC(=C(C=C1)C1C(=C(NC(=C1C=1SC=C(N1)C)CC)C(F)(F)F)C#N)OC (4-(4-Cyano-2-methoxyphenyl)-6-ethyl-5-(4-methyl-1,3-thiazol-2-yl)-2-(trifluoromethyl)-1,4-dihydro-pyridine-3-carbonitrile). As a reaction SMILES: [CH3:1][O:2][C:3]1[CH:4]=[C:5]([CH:8]=[CH:9][C:10]=1[CH:11]=[C:12]([C:17]1[S:18][CH:19]=[C:20]([CH3:22])[N:21]=1)[C:13](=O)[CH2:14][CH3:15])[C:6]#[N:7].[NH2:23][C:24]([C:28]([F:31])([F:30])[F:29])=[CH:25][C:26]#[N:27].CC(C)([O-])C.[K+]>C(O)(C)C>[C:6]([C:5]1[CH:8]=[CH:9][C:10]([CH:11]2[C:12]([C:17]3[S:18][CH:19]=[C:20]([CH3:22])[N:21]=3)=[C:13]([CH2:14][CH3:15])[NH:23][C:24]([C:28]([F:31])([F:30])[F:29])=[C:25]2[C:26]#[N:27])=[C:3]([O:2][CH3:1])[CH:4]=1)#[N:7] |f:2.3|. Procedure details: 150 mg (0.480 mmol) of the compound from example 20A, 65 mg (0.480 mmol) of 3-amino-4,4,4-trifluorobut-2-enenitrile [preparation in analogy to U.S. Pat. No. 3,635,977 and K. Krespan, J. Org. Chem. 34, 42-45 (1969)] and 8.1 mg (0.072 mmol) of potassium tert-butoxide are dissolved in 4 ml of isopropanol and stirred at the reflux temperature overnight. After cooling to room temperature, the volatile components are removed in a rotary evaporator, and the crude material is purified initially by prepa... Reactants: C(#N)[BH3-] (cyanoborohydride), CC1(CCOCC1)N1CCC(CC1)=O (1-(4-methyltetrahydro-2H-pyran-4-yl)-4-piperidinone), NC1=C(C=CC(=C1)C(F)(F)F)O (2-Amino-4-(trifluoromethyl)phenol), C(C)(=O)O (acetic acid). Solvent: C(Cl)Cl (DCM). Run at temperature 100 celsius. The product is CC1(CCOCC1)N1CCC(CC1)NC1=C(C=CC(=C1)C(F)(F)F)O (2-{[1-(4-methyltetrahydro-2H-pyran-4-yl)-4-piperidinyl]amino}-4-(trifluoromethyl)phenol). The yield is 59.1%. Reaction SMILES: C([BH3-])#N.[CH3:4][C:5]1([N:11]2[CH2:16][CH2:15][C:14](=O)[CH2:13][CH2:12]2)[CH2:10][CH2:9][O:8][CH2:7][CH2:6]1.[NH2:18][C:19]1[CH:24]=[C:23]([C:25]([F:28])([F:27])[F:26])[CH:22]=[CH:21][C:20]=1[OH:29].C(O)(=O)C>C(Cl)Cl>[CH3:4][C:5]1([N:11]2[CH2:16][CH2:15][CH:14]([NH:18][C:19]3[CH:24]=[C:23]([C:25]([F:26])([F:27])[F:28])[CH:22]=[CH:21][C:20]=3[OH:29])[CH2:13][CH2:12]2)[CH2:10][CH2:9][O:8][CH2:7][CH2:6]1. Procedure: Polymer supported cyanoborohydride (191 mg, 0.82 mmol) was added to a solution of 1-(4-methyltetrahydro-2H-pyran-4-yl)-4-piperidinone (D12, 87 mg, 0.44 mmol), 2-amino-4-(trifluoromethyl)phenol (D7, 74 mg, 0.42 mmol, 4.3 mmol/g) and acetic acid (0.12 mL, 2.09 mmol) in DCM (2.5 mL). The mixture was heated by microwave at 100° C. for 10 min before being filtered and concentrated by rotary evaporation to give a yellow oil, which was purified via flash column chromatography (silica, DCM to 0.5% NH3/9... Starting materials: COC(=O)c1cccc2nc(-c3cccc(CBr)c3)oc12, CNC, CCO. Product: CNCc1cccc(-c2nc3cccc(C(=O)OC)c3o2)c1. As a reaction SMILES: [Br:1][CH2:2][c:3]1[cH:4][c:5](-[c:9]2[o:10][c:11]3[c:12]([n:13]2)[cH:14][cH:15][cH:16][c:17]3[C:18](=[O:19])[O:20][CH3:21])[cH:6][cH:7][cH:8]1.[CH3:22][NH:23][CH3:24].[CH3:25][CH2:26][OH:27]>>[CH2:2]([c:3]1[cH:4][c:5](-[c:9]2[o:10][c:11]3[c:12]([n:13]2)[cH:14][cH:15][cH:16][c:17]3[C:18](=[O:19])[O:20][CH3:21])[cH:6][cH:7][cH:8]1)[NH:23][CH3:22]. The reactants are C(C1=CC=CC=C1)OC([C@@H](NC(=O)OC(C)(C)C)CC(=O)O)=O.N1CCC(CC1)C(=O)N (N-(tert-butoxycarbonyl)-L-aspartic acid 1-benzyl ester 4-piperidinamide), [H][H] (hydrogen). The reagents and catalysts are [Pd] (Pd-C). Run in C(C)O (ethanol). Product: N1CCC(CC1)C(=O)N.C(C)(C)(C)OC(=O)N[C@@H](CC(=O)O)C(=O)O (N-(tert-butoxycarbonyl)-L-aspartic acid 4-piperidinamide). As a reaction SMILES: C([O:8][C:9](=[O:23])[C@H:10]([CH2:19][C:20]([OH:22])=[O:21])[NH:11][C:12]([O:14][C:15]([CH3:18])([CH3:17])[CH3:16])=[O:13])C1C=CC=CC=1.[NH:24]1[CH2:29][CH2:28][CH:27]([C:30]([NH2:32])=[O:31])[CH2:26][CH2:25]1.[H][H]>C(O)C.[Pd]>[NH:24]1[CH2:29][CH2:28][CH:27]([C:30]([NH2:32])=[O:31])[CH2:26][CH2:25]1.[C:15]([O:14][C:12]([NH:11][C@H:10]([C:9]([OH:23])=[O:8])[CH2:19][C:20]([OH:22])=[O:21])=[O:13])([CH3:18])([CH3:16])[CH3:17] |f:0.1,5.6|. Procedure details: A solution of the compound from step A above (700 mg) in ethanol (30 mL) was exposed to a hydrogen atmosphere in the presence of 10% Pd-C (70 mg) for 4 hr at room temperature. After filtration (Celite filter aid) and rotoevaporation, N-(tert-butoxycarbonyl)-L-aspartic acid 4-piperidinamide (500 mg) was obtained as a yellowish foam. Reactants: C=CCN, CCO[SiH](C)C, CCO, [Pt], c1ccc2c(c1)Nc1ccccc1S2. Product: CCO[Si](C)(C)CCCN. Reaction SMILES: [CH2:1]([CH:2]=[CH2:3])[NH2:4].[CH3:19][SiH:20]([O:21][CH2:22][CH3:23])[CH3:24].[CH3:26][CH2:27][OH:28].[Pt:25].[cH:5]1[c:6]2[c:15]([cH:16][cH:17][cH:18]1)[S:14][c:9]1[c:8]([cH:13][cH:12][cH:11][cH:10]1)[NH:7]2>>[CH2:1]([CH2:2][CH2:3][Si:20]([CH3:19])([O:21][CH2:22][CH3:23])[CH3:24])[NH2:4].